Task: describe an organic reaction: reactants, conditions, products, and yield. Dataset: the Open Reaction Database (ORD), a public repository of structured organic reaction records Starting materials: ClCCl, Nc1ccccc1C(O)C(F)(F)F, O=C(Cl)c1ccco1. As a reaction SMILES: [CH2:22]([Cl:23])[Cl:24].[F:1][C:2]([CH:3]([c:4]1[c:5]([NH2:10])[cH:6][cH:7][cH:8][cH:9]1)[OH:11])([F:12])[F:13].[o:14]1[c:15]([C:19](=[O:20])[Cl:21])[cH:16][cH:17][cH:18]1>>[F:1][C:2]([CH:3]([c:4]1[c:5]([NH:10][C:19]([c:15]2[o:14][cH:18][cH:17][cH:16]2)=[O:20])[cH:6][cH:7][cH:8][cH:9]1)[OH:11])([F:12])[F:13]. Yields the product O=C(Nc1ccccc1C(O)C(F)(F)F)c1ccco1. Starting materials: C(=O)(OC)C=1C=C(C(C(=O)N)=CC1)N (4-carbomethoxyanthranilamide), ClC=1SC=CN1 (2-chlorothiazole). The product is S1C=CN2C1=NC1=CC(=CC=C1C2=O)C(=O)OC (Methyl 5H-thiazolo-(2,3-b)-quinazolin-5-one-8-carboxylate). Yield: 78.1%. RXN SMILES: [C:1]([C:5]1[CH:6]=[C:7]([NH2:14])[C:8](=[CH:12][CH:13]=1)[C:9]([NH2:11])=[O:10])([O:3][CH3:4])=[O:2].Cl[C:16]1[S:17][CH:18]=[CH:19]N=1>>[S:17]1[C:16]2=[N:14][C:7]3[C:8]([C:9](=[O:10])[N:11]2[CH:19]=[CH:18]1)=[CH:12][CH:13]=[C:5]([C:1]([O:3][CH3:4])=[O:2])[CH:6]=3. Procedure details: 19.4 g of 4-carbomethoxyanthranilamide and 12 g of 2-chlorothiazole were stirred for 4 hours at 150° C. After working up in the conventional manner there was obtained 20.3 g (78%) of the above compound; m.p. 228°-230° C. Reactants: Cc1ccccc1, O=C(C=Cc1ccc(Cl)cc1)C1(Cl)CC1, [H][H]. Yields the product O=C(CCc1ccc(Cl)cc1)C1(Cl)CC1. Reaction SMILES: [CH3:18][c:19]1[cH:20][cH:21][cH:22][cH:23][cH:24]1.[Cl:1][c:2]1[cH:3][cH:4][c:5]([CH:8]=[CH:9][C:10](=[O:11])[C:12]2([Cl:15])[CH2:13][CH2:14]2)[cH:6][cH:7]1.[H:16][H:17]>>[Cl:1][c:2]1[cH:3][cH:4][c:5]([CH2:8][CH2:9][C:10](=[O:11])[C:12]2([Cl:15])[CH2:13][CH2:14]2)[cH:6][cH:7]1. Reactants: aldehyde, C(#N)[BH3-].[Na+] (Sodium cyanoborohydride), C(C1=CC=CC=C1)N (benzylamine), C(C)(=O)O (acetic acid). Run in CO (methanol), CO (methanol). Run at temperature 0 celsius, time 20 hour. The product is C(C1=CC=CC=C1)NN1CCC1 (N-benzylaminoazetidine). Yield: 97.3%. RXN SMILES: [C:1]([BH3-])#[N:2].[Na+].[CH2:5]([NH2:12])[C:6]1[CH:11]=[CH:10][CH:9]=[CH:8][CH:7]=1.[C:13](O)(=O)[CH3:14]>CO>[CH2:5]([NH:12][N:2]1[CH2:1][CH2:14][CH2:13]1)[C:6]1[CH:11]=[CH:10][CH:9]=[CH:8][CH:7]=1 |f:0.1|. Procedure details: Sodium cyanoborohydride (1.15 g, 18.3 mmol) was added to a solution of benzylamine (1.04 ml, 9.5 mmol) and glacial acetic acid (2.10 ml, 36.7 mmol), in dry methanol (150 ml), at room temperature. The solution was cooled to 0° C. and a solution of the-preceding aldehyde (1.35 g, 7.3 mmol), in methanol (50 ml), was added. The mixture was warmed to room temperature and stirred for 20 h. The volatiles were removed in vacuo and the residue partitioned between EtOAc/aq. K2CO3. The aqueous was extracte...